From a dataset of the Open Reaction Database (ORD), a public repository of structured organic reaction records. describe an organic reaction: reactants, conditions, products, and yield The reactants are CCOC(=O)c1cc2ccccc2n1CC(=O)Nc1ccc(Cl)cc1, Cl, [K+], C1CCOC1, [OH-]. The product is O=C(Cn1c(C(=O)O)cc2ccccc21)Nc1ccc(Cl)cc1. Reaction SMILES: [CH2:1]([CH3:2])[O:3][C:4](=[O:5])[c:6]1[n:7]([CH2:15][C:16]([NH:17][c:18]2[cH:19][cH:20][c:21]([Cl:24])[cH:22][cH:23]2)=[O:25])[c:8]2[cH:9][cH:10][cH:11][cH:12][c:13]2[cH:14]1.[ClH:28].[K+:27].[O:29]1[CH2:30][CH2:31][CH2:32][CH2:33]1.[OH-:26]>>[O:3]=[C:4]([OH:5])[c:6]1[n:7]([CH2:15][C:16]([NH:17][c:18]2[cH:19][cH:20][c:21]([Cl:24])[cH:22][cH:23]2)=[O:25])[c:8]2[cH:9][cH:10][cH:11][cH:12][c:13]2[cH:14]1.